From a dataset of the Open Reaction Database (ORD), a public repository of structured organic reaction records. describe an organic reaction: reactants, conditions, products, and yield The product is NC1(C(=O)NC(CCCO)c2ccc(Cl)cc2)CCN(c2ncnc3[nH]ccc23)CC1. The reactants are CCO, CCN(C(C)C)C(C)C, Clc1ncnc2[nH]ccc12, NC1(C(=O)NC(CCCO)c2ccc(Cl)cc2)CCNCC1. RXN SMILES: [CH3:42][CH2:43][OH:44].[CH:1]([N:2]([CH2:3][CH3:4])[CH:5]([CH3:6])[CH3:7])([CH3:8])[CH3:9].[Cl:32][c:33]1[c:34]2[c:35]([n:36][cH:37][n:38]1)[nH:39][cH:40][cH:41]2.[NH2:10][C:11]1([C:17](=[O:18])[NH:19][CH:20]([CH2:21][CH2:22][CH2:23][OH:24])[c:25]2[cH:26][cH:27][c:28]([Cl:31])[cH:29][cH:30]2)[CH2:12][CH2:13][NH:14][CH2:15][CH2:16]1>>[NH2:10][C:11]1([C:17](=[O:18])[NH:19][CH:20]([CH2:21][CH2:22][CH2:23][OH:24])[c:25]2[cH:26][cH:27][c:28]([Cl:31])[cH:29][cH:30]2)[CH2:12][CH2:13][N:14]([c:33]2[c:34]3[c:35]([n:36][cH:37][n:38]2)[nH:39][cH:40][cH:41]3)[CH2:15][CH2:16]1. Reactants: C(C1=CC=CC=C1)(=O)N=C=S (benzoyl isothiocyanate), Cl.Cl.ClC1=CC=C(C=C1)C[C@@H](CN)N ((S)-3-(4-chlorophenyl)propane-1,2-diamine dihydrochloride), TEA. Run in C(Cl)Cl (DCM), C(Cl)Cl (DCM). Conditions: time 30 minute. The product is N[C@H](CNC(=S)NC(C1=CC=CC=C1)=O)CC1=CC=C(C=C1)Cl ((S)-1-(2-Amino-3-(4-chlorophenyl)propyl)-3-benzoylthiourea). As a reaction SMILES: [C:1]([N:9]=[C:10]=[S:11])(=[O:8])[C:2]1[CH:7]=[CH:6][CH:5]=[CH:4][CH:3]=1.Cl.Cl.[Cl:14][C:15]1[CH:20]=[CH:19][C:18]([CH2:21][C@H:22]([NH2:25])[CH2:23][NH2:24])=[CH:17][CH:16]=1>C(Cl)Cl>[NH2:25][C@@H:22]([CH2:21][C:18]1[CH:17]=[CH:16][C:15]([Cl:14])=[CH:20][CH:19]=1)[CH2:23][NH:24][C:10]([NH:9][C:1](=[O:8])[C:2]1[CH:7]=[CH:6][CH:5]=[CH:4][CH:3]=1)=[S:11] |f:1.2.3|. Procedure details: A solution of benzoyl isothiocyanate (2.94 mL, 21.9 mmol) in DCM (50 mL) was added dropwise via an addition funnel to the mixture of (S)-3-(4-chlorophenyl)propane-1,2-diamine dihydrochloride (5.63 g, 21.9 mmol) and TEA (7.60 mL, 54.6 mmol) in DCM (200 mL) at −10° C. under nitrogen. The addition took 30 minutes. The mixture was then gradually warmed to ambient temperature and stirred overnight. The solvent was removed in vacuo. The residue was partitioned between EtOAc and water. The combined org... Reactants: N#N (N2), [H-].[Na+] (NaH), ClC=1C=C(C=CC1[N+](=O)[O-])O (3-Chloro-4-nitrophenol), COS(=O)(=O)OC (dimethylsulfate), [NH4+].[OH-] (NH4OH). Run at time 2 hour. Yields the product ClC=1C=C(C=CC1[N+](=O)[O-])OC (3-chloro-4-nitroanisole). The yield is 72.4%. Reaction SMILES: N#N.[H-].[Na+].[Cl:5][C:6]1[CH:7]=[C:8]([OH:15])[CH:9]=[CH:10][C:11]=1[N+:12]([O-:14])=[O:13].[CH3:16]OS(OC)(=O)=O.[NH4+].[OH-]>>[Cl:5][C:6]1[CH:7]=[C:8]([O:15][CH3:16])[CH:9]=[CH:10][C:11]=1[N+:12]([O-:14])=[O:13] |f:1.2,5.6|. Procedure details: In an atomosphere of N2 were added to a stirred suspension of 31 g NaH in 2.2 l anhydrous THF 199.5 g (1.15 mole) 3-chloro-4-nitrophenol (3). This was followed by the addition of dimethylsulfate (575 ml). The whole mixture was heated under reflux during 1.5 h. After cooling, it was poured into a cold (0° C.) diluted NH4OH solution, to destroy the excess of dimethylsulfate, and stirred for two hours. The product was isolated by extraction with diethylether. The ethereal extracts were dried with M... The reactants are NCCC=1C=C(NC1)C(=O)OCC (Ethyl 4-(2-aminoethyl)-1H-pyrrole-2-carboxylate), N1=C(C=CC=C1C)C (2,6-lutidine), BrCCCCBr (1,4-dibromo-butane). Solvent: CN(C)C=O (DMF), C(C)(=O)OCC (ethyl acetate). Run at temperature 80 celsius, time 8 hour. Yields the product N1(CCCC1)CCC=1C=C(NC1)C(=O)OCC (Ethyl 4-[2-(pyrrolidin-1-yl)ethyl]-1H-pyrrole-2-carboxylate). Reaction SMILES: [NH2:1][CH2:2][CH2:3][C:4]1[CH:5]=[C:6]([C:9]([O:11][CH2:12][CH3:13])=[O:10])[NH:7][CH:8]=1.N1C(C)=C[CH:17]=[CH:16][C:15]=1[CH3:21].BrCCCCBr>CN(C=O)C.C(OCC)(=O)C>[N:1]1([CH2:2][CH2:3][C:4]2[CH:5]=[C:6]([C:9]([O:11][CH2:12][CH3:13])=[O:10])[NH:7][CH:8]=2)[CH2:17][CH2:16][CH2:15][CH2:21]1. Reported procedure: To a solution of the product obtained in Step G (1.3 g) in DMF (134 ml) there are added 2,6-lutidine (4.15 ml) and 1,4-dibromo-butane (4.68 ml). The reaction mixture is stirred at 80° C. for 12 hours and at ambient temperature overnight. The reaction mixture is diluted with 600 ml of ethyl acetate. The organic phase is washed with saturated aqueous NaHCO3 solution, with water and with saturated aqueous NaCl solution, dried over magnesium sulphate, filtered and evaporated to dryness. The residue ... Starting materials: ClC1=CC=C(C=C1)C#CCCCC1(C(NC(S1)=O)=O)S(=O)(=O)C1=CC=C(C=C1)C (5-[5-(4-chlorophenyl)pent-4-ynyl]-5-(p-tolylsulfonyl)-thiazolidine-2,4-dione). Reagents/catalysts: [Pd].CC(=O)[O-].CC(=O)[O-].[Pb+2] (Lindlars catalyst). Solvent: C(C)O (ethanol). The product is ClC1=CC=C(C=C1)\C=C/CCCC1(C(NC(S1)=O)=O)S(=O)(=O)C1=CC=C(C=C1)C (5-[(4Z)-5-(4-Chloro-phenyl)pent-4-enyl]-5-(toluene-4-sulfonyl)-thiazolidine-2,4-dione), C21H20ClNO4S2. Reaction SMILES: [Cl:1][C:2]1[CH:7]=[CH:6][C:5]([C:8]#[C:9][CH2:10][CH2:11][CH2:12][C:13]2([S:20]([C:23]3[CH:28]=[CH:27][C:26]([CH3:29])=[CH:25][CH:24]=3)(=[O:22])=[O:21])[S:17][C:16](=[O:18])[NH:15][C:14]2=[O:19])=[CH:4][CH:3]=1>[Pd].CC([O-])=O.CC([O-])=O.[Pb+2].C(O)C>[Cl:1][C:2]1[CH:7]=[CH:6][C:5](/[CH:8]=[CH:9]\[CH2:10][CH2:11][CH2:12][C:13]2([S:20]([C:23]3[CH:24]=[CH:25][C:26]([CH3:29])=[CH:27][CH:28]=3)(=[O:21])=[O:22])[S:17][C:16](=[O:18])[NH:15][C:14]2=[O:19])=[CH:4][CH:3]=1 |f:1.2.3.4|. Procedure details: A sample of 5-[5-(4-chlorophenyl)pent-4-ynyl]-5-(p-tolylsulfonyl)-thiazolidine-2,4-dione (Example 103) was hydrogenated in the presence of Lindlars catalyst in ethanol to give the title compound as a white solid, NMR (CDCl3) δ 2.47 (s, 3H), 5.57 (apparent d of triplets, J=7.3, 11.6 Hz, 1H), 6.42 (br d, J=11.6 Hz, 1H) MS m/Z 499.0495 (M+ calcd. for C21H20ClNO4S2 499.0523). The reactants are C1CCNCC1, CC(=O)CC(C)=O, CC(=O)O, N#Cc1ccc(C=O)c(OC(F)(F)F)c1, ClCCl. Yields the product CC(=O)C(=Cc1ccc(C#N)cc1OC(F)(F)F)C(C)=O. As a reaction SMILES: [CH2:27]1[CH2:28][CH2:29][NH:30][CH2:31][CH2:32]1.[CH3:16][C:17]([CH2:18][C:19]([CH3:20])=[O:21])=[O:22].[CH3:23][C:24](=[O:25])[OH:26].[CH:1](=[O:2])[c:3]1[c:4]([O:11][C:12]([F:13])([F:14])[F:15])[cH:5][c:6]([C:7]#[N:8])[cH:9][cH:10]1.[Cl:33][CH2:34][Cl:35]>>[CH:1]([c:3]1[c:4]([O:11][C:12]([F:13])([F:14])[F:15])[cH:5][c:6]([C:7]#[N:8])[cH:9][cH:10]1)=[C:18]([C:17]([CH3:16])=[O:22])[C:19]([CH3:20])=[O:21]. The reactants are ClC1=C(C(=O)OCC)C=C(C(=C1)C(=O)OCC)C1=CC=CC2=CC=CC=C12 (diethyl 2-chloro-5-naphthalen-1-ylterephthalate), C1=CC(=C2C=CC=C3C4=CC=CC=C4C1=C23)B(O)O (fluoranthene-3-boronic acid), C(=O)([O-])[O-].[Cs+].[Cs+] (Cs2CO3), N#N (N2), solution, C(C)(C)(C)P(C(C)(C)C)C(C)(C)C (tri-tert-butylphosphine). The reagents and catalysts are CC(=O)[O-].CC(=O)[O-].[Pd+2] (Pd(OAc)2). Solvent: O1CCOCC1 (dioxane), C1(=CC=CC=C1)C (toluene), O (water), CCO (EtOH). Yields the product C1=CC(=C2C=CC=C3C4=CC=CC=C4C1=C23)C2=C(C(=O)OCC)C=C(C(=C2)C(=O)OCC)C2=CC=CC3=CC=CC=C23 (Diethyl 2-fluoranthen-3-yl-5-naphthalen-1-ylterephthalate). As a reaction SMILES: Cl[C:2]1[CH:12]=[C:11]([C:13]([O:15][CH2:16][CH3:17])=[O:14])[C:10]([C:18]2[C:27]3[C:22](=[CH:23][CH:24]=[CH:25][CH:26]=3)[CH:21]=[CH:20][CH:19]=2)=[CH:9][C:3]=1[C:4]([O:6][CH2:7][CH3:8])=[O:5].[CH:28]1[C:42]2=[C:43]3[C:35]([C:36]4[C:41]2=[CH:40][CH:39]=[CH:38][CH:37]=4)=[CH:34][CH:33]=[CH:32][C:31]3=[C:30](B(O)O)[CH:29]=1.C([O-])([O-])=O.[Cs+].[Cs+].N#N.C(P(C(C)(C)C)C(C)(C)C)(C)(C)C>O1CCOCC1.C1(C)C=CC=CC=1.CC([O-])=O.CC([O-])=O.[Pd+2].CCO.O>[CH:28]1[C:42]2=[C:43]3[C:35]([C:36]4[C:41]2=[CH:40][CH:39]=[CH:38][CH:37]=4)=[CH:34][CH:33]=[CH:32][C:31]3=[C:30]([C:2]2[CH:12]=[C:11]([C:13]([O:15][CH2:16][CH3:17])=[O:14])[C:10]([C:18]3[C:27]4[C:22](=[CH:23][CH:24]=[CH:25][CH:26]=4)[CH:21]=[CH:20][CH:19]=3)=[CH:9][C:3]=2[C:4]([O:6][CH2:7][CH3:8])=[O:5])[CH:29]=1 |f:2.3.4,9.10.11|. Procedure: 15.4 g (40 mmol) of diethyl 2-chloro-5-naphthalen-1-ylterephthalate, 14.0 g (56 mmol) of fluoranthene-3-boronic acid and 17.7 g of Cs2CO3 are initially introduced in 70 ml of dry dioxane and saturated with N2 for 30 min. 0.8 ml of a 1.0 M solution of tri-tert-butylphosphine in toluene, followed by 91 mg (0.4 mmol) of Pd(OAc)2 are then added. The mixture is heated at the boil for 4 h, extended with water and EtOH, the precipitate is filtered off with suction, washed with heptane and dried. The so...